Task: describe an organic reaction: reactants, conditions, products, and yield. Dataset: the Open Reaction Database (ORD), a public repository of structured organic reaction records The reactants are NC=1C=2N(C=CN1)C(=NC2C2=CC=C(C(=O)NC1=NC=CC(=C1)CCC)C=C2)[C@H]2NCCC2 ((S)-4-(8-amino-3-(pyrrolidin-2-yl)imidazo[1,5-a]pyrazin-1-yl)-N-(4-propylpyridin-2-yl)benzamide), COC/C=C/C(=O)O ((E)-4-methoxybut-2-enoic acid), NC=1C=2N(C=CN1)C(=NC2C2=CC=C(C(=O)NC1=NC=CC(=C1)CCC)C=C2)[C@H]2NCCC2 ((S)-4-(8-amino-3-(pyrrolidin-2-yl)imidazo[1,5-a]pyrazin-1-yl)-N-(4-propylpyridin-2-yl)benzamide), COC/C=C/C(=O)O ((E)-4-methoxybut-2-enoic acid). Yields the product NC=1C=2N(C=CN1)C(=NC2C2=CC=C(C(=O)NC1=NC=CC(=C1)CCC)C=C2)[C@H]2N(CCC2)C(\C=C\COC)=O ((S,E)-4-(8-Amino-3-(1-(4-methoxybut-2-enoyl)pyrrolidin-2-yl)imidazo[1,5-a]pyrazin-1-yl)-N-(4-propylpyridin-2-yl)benzamide). The yield is 65.7%. RXN SMILES: [NH2:1][C:2]1[C:3]2[N:4]([C:8]([C@@H:29]3[CH2:33][CH2:32][CH2:31][NH:30]3)=[N:9][C:10]=2[C:11]2[CH:28]=[CH:27][C:14]([C:15]([NH:17][C:18]3[CH:23]=[C:22]([CH2:24][CH2:25][CH3:26])[CH:21]=[CH:20][N:19]=3)=[O:16])=[CH:13][CH:12]=2)[CH:5]=[CH:6][N:7]=1.[CH3:34][O:35][CH2:36]/[CH:37]=[CH:38]/[C:39](O)=[O:40]>>[NH2:1][C:2]1[C:3]2[N:4]([C:8]([C@@H:29]3[CH2:33][CH2:32][CH2:31][N:30]3[C:39](=[O:40])/[CH:38]=[CH:37]/[CH2:36][O:35][CH3:34])=[N:9][C:10]=2[C:11]2[CH:12]=[CH:13][C:14]([C:15]([NH:17][C:18]3[CH:23]=[C:22]([CH2:24][CH2:25][CH3:26])[CH:21]=[CH:20][N:19]=3)=[O:16])=[CH:27][CH:28]=2)[CH:5]=[CH:6][N:7]=1. Procedure details: This compound was prepared, in an analogous manner as described in Example 2, from (S)-4-(8-amino-3-(pyrrolidin-2-yl)imidazo[1,5-a]pyrazin-1-yl)-N-(4-propylpyridin-2-yl)benzamide (intermediate 9) and (E)-4-methoxybut-2-enoic acid (Intermediate 3), to afford the title compound (30.9 mg, 65.7%). Data: UPLC (C) R: 2.73 min; m/z 566.3 (M+H)+.